From a dataset of the Open Reaction Database (ORD), a public repository of structured organic reaction records. describe an organic reaction: reactants, conditions, products, and yield Starting materials: O=S(=O)(Cl)CCl, ClCCl, COc1cccc2c1nc(C(F)F)n2-c1nc(N2CCOCC2)nc(N2CCC(N)CC2)n1, [K+], [K+], O=C([O-])[O-]. Yields the product COc1cccc2c1nc(C(F)F)n2-c1nc(N2CCOCC2)nc(N2CCC(NS(=O)(=O)CCl)CC2)n1. Reaction SMILES: [Cl:34][CH2:35][S:36](=[O:37])(=[O:38])[Cl:39].[Cl:46][CH2:47][Cl:48].[F:1][CH:2]([c:3]1[n:4][c:5]2[c:6]([n:7]1-[c:8]1[n:9][c:10]([N:20]3[CH2:21][CH2:22][CH:23]([NH2:26])[CH2:24][CH2:25]3)[n:11][c:12]([N:14]3[CH2:15][CH2:16][O:17][CH2:18][CH2:19]3)[n:13]1)[cH:27][cH:28][cH:29][c:30]2[O:31][CH3:32])[F:33].[K+:40].[K+:41].[O-:42][C:43]([O-:44])=[O:45]>>[F:1][CH:2]([c:3]1[n:4][c:5]2[c:6]([n:7]1-[c:8]1[n:9][c:10]([N:20]3[CH2:21][CH2:22][CH:23]([NH:26][S:36]([CH2:35][Cl:34])(=[O:37])=[O:38])[CH2:24][CH2:25]3)[n:11][c:12]([N:14]3[CH2:15][CH2:16][O:17][CH2:18][CH2:19]3)[n:13]1)[cH:27][cH:28][cH:29][c:30]2[O:31][CH3:32])[F:33]. The reactants are C1(=CC=CC=C1)N1N(C(C(C1=O)CCSC1=CC=CC=C1)=O)C1=CC=CC=C1 (1,2-diphenyl-4-[2-(phenylthio)ethyl]-3,5-pyrazolidinedione), OOS(=O)(=O)O (Caro's acid), OOS(=O)(=O)O (Caro's acid), lower alkanols, lower alkanoic acids, O (water), OOS(=O)(=O)O (Caro's acid), S(=O)(=O)([O-])OOS(=O)(=O)[O-].[K+].[K+] (potassium persulfate), OOS(=O)(=O)O (Caro's acid), C1(=CC=CC=C1)N1N(C(C(C1=O)CCSC1=CC=CC=C1)=O)C1=CC=CC=C1 (1,2-diphenyl-4-[2-(phenylthio)ethyl]-3,5-pyrazolidinedione), OOS(=O)(=O)O (Caro's acid), C1(=CC=CC=C1)N1N(C(C(C1=O)CCSC1=CC=CC=C1)=O)C1=CC=CC=C1 (1,2-diphenyl-4-[2-(phenylthio)ethyl]-3,5-pyrazolidinedione). Run in C(C)(=O)O (acetic acid), C(C)(=O)O (acetic acid), C(C)(=O)O (acetic acid), C(C)(=O)O (acetic acid). Product: C1(=CC=CC=C1)N1N(C(C(C1=O)CCS(=O)C1=CC=CC=C1)=O)C1=CC=CC=C1 (1,2-diphenyl-4-[2-(phenylsulfinyl)ethyl]-3,5-pyrazolidinedione). RXN SMILES: [C:1]1([N:7]2[C:11](=[O:12])[CH:10]([CH2:13][CH2:14][S:15][C:16]3[CH:21]=[CH:20][CH:19]=[CH:18][CH:17]=3)[C:9](=[O:22])[N:8]2[C:23]2[CH:28]=[CH:27][CH:26]=[CH:25][CH:24]=2)[CH:6]=[CH:5][CH:4]=[CH:3][CH:2]=1.[OH:29]OS(O)(=O)=O.S(OOS([O-])(=O)=O)([O-])(=O)=O.[K+].[K+].O>C(O)(=O)C>[C:1]1([N:7]2[C:11](=[O:12])[CH:10]([CH2:13][CH2:14][S:15]([C:16]3[CH:17]=[CH:18][CH:19]=[CH:20][CH:21]=3)=[O:29])[C:9](=[O:22])[N:8]2[C:23]2[CH:24]=[CH:25][CH:26]=[CH:27][CH:28]=2)[CH:2]=[CH:3][CH:4]=[CH:5][CH:6]=1 |f:2.3.4|. Reported procedure: Oxidation of 1,2-diphenyl-4-[2-(phenylthio)ethyl]-3,5-pyrazolidinedione with the above solution of Caro's acid gives 1,2-diphenyl-4-[2-(phenylsulfinyl)ethyl]-3,5-pyrazolidinedione. With respect to 1,2-diphenyl-4-[2-(phenylthio)ethyl]-3,5-pyrazolidinedione, about 1.0 to 2.0 molar equivalents, preferably 1.3 to 1.5 molar equivalents, of Caro's acid is required. These amounts of Caro's acid are based upon the potassium persulfate used to make up the Caro's acid. When performing the oxidation, a sol... The reactants are CC1=C(CN)C=CC=C1 (2-methylbenzylamine), C(C)(C)(C)OC(=O)N[C@H](C(=O)NCC1=CC(=CS1)N1N=C(C=C1C(=O)O)C(F)(F)F)C ((S)-1-(5-((2-(tert-butoxycarbonylamino)propanamido)methyl)thiophen-3-yl)-3-(trifluoromethyl)-1H-pyrazole-5-carboxylic acid), C(CCl)Cl (EDC). Reagents/catalysts: CN(C)C=1C=CN=CC1 (DMAP). The solvent is ClCCl (dichloromethane). Conditions: time 16 hour. Product: CC1=C(CNC(=O)C2=CC(=NN2C=2C=C(SC2)CNC([C@H](C)NC(OC(C)(C)C)=O)=O)C(F)(F)F)C=CC=C1 ((S)-tert-butyl 1-((4-(5-(2-methylbenzylcarbamoyl)-3-(trifluoromethyl)-1H-pyrazol-1-yl)thiophen-2-yl)methylamino)-1-oxopropan-2-ylcarbamate). The yield is 30.9%. As a reaction SMILES: [CH3:1][C:2]1[CH:9]=[CH:8][CH:7]=[CH:6][C:3]=1[CH2:4][NH2:5].[C:10]([O:14][C:15]([NH:17][C@@H:18]([CH3:40])[C:19]([NH:21][CH2:22][C:23]1[S:27][CH:26]=[C:25]([N:28]2[C:32]([C:33](O)=[O:34])=[CH:31][C:30]([C:36]([F:39])([F:38])[F:37])=[N:29]2)[CH:24]=1)=[O:20])=[O:16])([CH3:13])([CH3:12])[CH3:11].C(Cl)CCl>ClCCl.CN(C1C=CN=CC=1)C>[CH3:1][C:2]1[CH:9]=[CH:8][CH:7]=[CH:6][C:3]=1[CH2:4][NH:5][C:33]([C:32]1[N:28]([C:25]2[CH:24]=[C:23]([CH2:22][NH:21][C:19](=[O:20])[C@@H:18]([NH:17][C:15](=[O:16])[O:14][C:10]([CH3:13])([CH3:11])[CH3:12])[CH3:40])[S:27][CH:26]=2)[N:29]=[C:30]([C:36]([F:37])([F:39])[F:38])[CH:31]=1)=[O:34]. Reported procedure: To a solution of 2-methylbenzylamine (0.037 mL, 0.295 mmol) and compound 7 (0.091 g, 0.197 mmol) in dichloromethane (2 mL) under nitrogen was added EDC (0.075 g, 0.394 mmol) followed by DMAP (9.62 mg, 0.079 mmol). The reaction was left to stir for 16 hours at room temperature. The solvent was then removed on the rotary evaporator and the brown material was purified by silica gel chromatography with a 12M Biotage column and a gradient of 0-5% methanol in dichloromethane to give 61.3 mg of a yello... Starting materials: N (ammonia), FC1=CC=C(C=C1)SCC=1OC2=C(C1C)C(=CC=C2)OCCCNCC=2C=NC=CC2 ({3-[2-(4-fluoro-phenylsulfanylmethyl)-3-methyl-benzofuran-4-yloxy]-propyl}-pyridin-3-ylmethyl-amine), bis(2,4-pentanedionato)-vanadium oxide, OO (hydrogenperoxide). The solvent is ClCCl (dichloromethane). Reaction conditions: time 1 hour. The product is FC1=CC=C(C=C1)S(=O)CC=1OC2=C(C1C)C(=CC=C2)OCCCNCC=2C=NC=CC2 ({3-[2-(4-fluoro-benzenesulfinylmethyl)-3-methyl-benzofuran-4-yloxy]-propyl}-pyridin-3-ylmethyl-amine). RXN SMILES: [F:1][C:2]1[CH:7]=[CH:6][C:5]([S:8][CH2:9][C:10]2[O:11][C:12]3[CH:19]=[CH:18][CH:17]=[C:16]([O:20][CH2:21][CH2:22][CH2:23][NH:24][CH2:25][C:26]4[CH:27]=[N:28][CH:29]=[CH:30][CH:31]=4)[C:13]=3[C:14]=2[CH3:15])=[CH:4][CH:3]=1.[OH:32]O.N>ClCCl>[F:1][C:2]1[CH:7]=[CH:6][C:5]([S:8]([CH2:9][C:10]2[O:11][C:12]3[CH:19]=[CH:18][CH:17]=[C:16]([O:20][CH2:21][CH2:22][CH2:23][NH:24][CH2:25][C:26]4[CH:27]=[N:28][CH:29]=[CH:30][CH:31]=4)[C:13]=3[C:14]=2[CH3:15])=[O:32])=[CH:4][CH:3]=1. Reported procedure: To a solution of {3-[2-(4-fluoro-phenylsulfanylmethyl)-3-methyl-benzofuran-4-yloxy]-propyl}-pyridin-3-ylmethyl-amine (16 mg) and bis(2,4-pentanedionato)-vanadium oxide (9.8 mg) in dichloromethane (2 ml) was added 30% hydrogenperoxide aqueous solution (20 μl) at room temperature and the mixture was stirred for 1 hour. After the addition of ammonia solution (2 ml) the whole mixture was vigorously stirred until the sticky precipitation disappeared, then extracted with ethyl acetate, washed with bri... The reactants are C(CCCCC)C1=CC=C(C=C1)O (p-hexylphenol), [H-].[Na+] (sodium hydride), 7.86, ClC1=C(C=CC=C1)[N+](=O)[O-] (2-chloronitrobenzene), resultant mixture, C(C)(=O)O (acetic acid), C(CCCCC)C1=CC=C(C=C1)O (p-hexylphenol), ClC1=C(C=CC=C1)[N+](=O)[O-] (2-chloronitrobenzene). The solvent is C1CCOC1 (THF), C1CCOC1 (THF), C1CCOC1 (THF). Product: C(CCCCC)C1=CC=C(C=C1)OC1=C(C=CC=C1)[N+](=O)[O-] (2-nitrophenyl 4-hexylphenyl ether), C(CCCCC)C1=CC=C(C=C1)OC1=CC=C(C=C1)CCCCCC (4-hexylphenyl ether). Isolated yield 34.0%. RXN SMILES: [CH2:1]([C:7]1[CH:12]=[CH:11][C:10]([OH:13])=[CH:9][CH:8]=1)[CH2:2][CH2:3][CH2:4][CH2:5][CH3:6].Cl[C:15]1[CH:20]=[CH:19][CH:18]=[CH:17][C:16]=1[N+:21]([O-:23])=[O:22].[H-].[Na+].[C:26]([OH:29])(=O)[CH3:27]>C1COCC1>[CH2:1]([C:7]1[CH:8]=[CH:9][C:10]([O:13][C:15]2[CH:20]=[CH:19][CH:18]=[CH:17][C:16]=2[N+:21]([O-:23])=[O:22])=[CH:11][CH:12]=1)[CH2:2][CH2:3][CH2:4][CH2:5][CH3:6].[CH2:1]([C:7]1[CH:12]=[CH:11][C:10]([O:29][C:26]2[CH:27]=[CH:3][C:2]([CH2:15][CH2:20][CH2:19][CH2:18][CH2:17][CH3:16])=[CH:1][CH:7]=2)=[CH:9][CH:8]=1)[CH2:2][CH2:3][CH2:4][CH2:5][CH3:6] |f:2.3|. Procedure details: The plasticizer 2-nitrophenyl 4-hexylphenyl ether (NPHPE) is synthesized by reacting p-hexylphenol (available from Kodak Lab. Chem., catalog No. 14,319) with 2-chloronitrobenzene (available from Aldrich Chem. Co., catalog No. C5,910-6). 1.44 g (0.06 mol) of sodium hydride is suspended in 75 ml of THF under N2. 9.01 g (0.05 mol) of p-hexylphenol are dissolved in 25 ml of THF and added dropwise to the suspension. 7.86 (0.05 mol) of 2-chloronitrobenzene are dissolved in 25 ml of THF and added dropw...